The task is: describe an organic reaction: reactants, conditions, products, and yield. This data is from the Open Reaction Database (ORD), a public repository of structured organic reaction records. The reactants are solution, C(CCC)[Li] (n-butyl lithium), CCCCCC (hexane), [Cl-].[NH4+] (ammonium chloride), C(C)(C)(C)OC(=O)NCCC(=O)O (N-tert-butoxycarbonyl-β-alanine), Cl.CNOC (N,O-dimethylhydroxylamine hydrochloride), BrC1=CC(=CC=C1)OCOC (1-Bromo-3-(methoxymethoxy)benzene), BrC=1C=C(C=CC1)O (3-bromophenol), C(C)(C)(C)OC(NCCC(N(C)OC)=O)=O (tert-butyl[2-(N-methoxy-N-methylcarbamoyl)ethyl]carbamate). Solvent: O1CCCC1 (tetrahydrofuran), O (water), C1CCOC1 (THF), C1CCOC1 (THF). Run at temperature -78 celsius, time 30 minute. Yields the product C(C)(C)(C)OC(NCCC(=O)C1=CC(=CC=C1)OCOC)=O (tert-butyl{3-[3-(methoxymethoxy)phenyl]-3-oxopropyl}carbamate). Yield: 59.0%. Reaction SMILES: Br[C:2]1[CH:7]=[CH:6][CH:5]=[C:4]([O:8][CH2:9][O:10][CH3:11])[CH:3]=1.BrC1C=C(O)C=CC=1.C([Li])CCC.CCCCCC.[C:31]([O:35][C:36](=[O:46])[NH:37][CH2:38][CH2:39][C:40](=[O:45])N(OC)C)([CH3:34])([CH3:33])[CH3:32].C(OC(NCCC(O)=O)=O)(C)(C)C.Cl.CNOC.[Cl-].[NH4+]>O1CCCC1.O>[C:31]([O:35][C:36](=[O:46])[NH:37][CH2:38][CH2:39][C:40]([C:2]1[CH:7]=[CH:6][CH:5]=[C:4]([O:8][CH2:9][O:10][CH3:11])[CH:3]=1)=[O:45])([CH3:34])([CH3:32])[CH3:33] |f:6.7,8.9|. Procedure details: 1-Bromo-3-(methoxymethoxy)benzene (3.938 g, 18.14 mmol) prepared from 3-bromophenol by the method described in Shin-Jikken-Kagaku-Koza (New Experiment Chemistry Lecture) Vol. 14, p. 568 (Maruzen, 1978) was dissolved in tetrahydrofuran (8 mL), and to the solution was gradually added a 1.56 mol/L solution of n-butyl lithium in hexane (12.2 mL, 19.0 mmol) under cooling at −78° C. Subsequently, to the mixture was added THF (16 mL), and then the mixture was stirred at the same temperature for 30 minu... The reactants are ClC=1C=NC=2N(C1)N=C(C2)C(=O)O (6-chloro-pyrazolo[1,5-a]pyrimidine-2-carboxylic acid), N1C=CC=2CNCCC21 (4,5,6,7-tetrahydro-1H-pyrrolo[3,2-c]pyridine). Yields the product ClC=1C=NC=2N(C1)N=C(C2)C(=O)N2CC1=C(CC2)NC=C1 ((6-Chloro-pyrazolo[1,5-a]pyrimidin-2-yl)-(1,4,6,7-tetrahydro-pyrrolo[3,2-c]pyridin-5-yl)-methanone). Procedure details: In close analogy to the procedure described in Example 1, 6-chloro-pyrazolo[1,5-a]pyrimidine-2-carboxylic acid is reacted with 4,5,6,7-tetrahydro-1H-pyrrolo[3,2-c]pyridine to provide the title compound in moderate yield. Reaction SMILES: [Cl:1][C:2]1[CH:3]=[N:4][C:5]2[N:6]([N:8]=[C:9]([C:11]([OH:13])=O)[CH:10]=2)[CH:7]=1.[NH:14]1[C:22]2[CH2:21][CH2:20][NH:19][CH2:18][C:17]=2[CH:16]=[CH:15]1>>[Cl:1][C:2]1[CH:3]=[N:4][C:5]2[N:6]([N:8]=[C:9]([C:11]([N:19]3[CH2:20][CH2:21][C:22]4[NH:14][CH:15]=[CH:16][C:17]=4[CH2:18]3)=[O:13])[CH:10]=2)[CH:7]=1. Yields the product N1=CC=NC=2C1=C1N=C3C(=CC=CC3=NC1=CC2)C(=O)O (pyrazino[2,3-α]phenazine-11-carboxylic acid). The solvent is O (water), [OH-].[Na+] (NaOH). Yield: 73.0%. The reactants are [N+](=O)([O-])C=1C(=C(C(=O)O)C=CC1)NC1=NC2=CC=CC=C2N=C1 (3-nitro-(quinoxalinylamino)benzoic acid), [BH4-].[Na+] (NaBH4), CC(=O)O (AcOH). Procedure details: A solution of 3-nitro-(quinoxalinylamino)benzoic acid (0.8 g, 2.58 mmol) in 5M NaOH (40 mL) was treated with NaBH4 (0.9 g, 12.9 mmol), and the mixture was heated under reflux for 2 h. The cooled mixture was diluted with water (40 mL), then neutralized with glacial AcOH to give pyrazino[2,3-α]phenazine-11-carboxylic acid (0.52 g, 73%): mp (MeOH/Et3N/AcOH)>350° C. 1H NMR [CF3CO2D] δ 8.62 (dd, J=8.8, 7.3 Hz, 1 H, H-9), 8.91 (d, J=9.8 Hz, 1 H, H-5 or H-6), 8.97 (d, J=9.8 Hz, H-5 or H-6), 9.18 (dd, J... As a reaction SMILES: [N+](C1C(N[C:14]2[CH:23]=[N:22][C:21]3[C:16](=[CH:17][CH:18]=[CH:19][CH:20]=3)[N:15]=2)=C(C=CC=1)C(O)=O)([O-])=O.[BH4-].[Na+].[CH3:26][C:27]([OH:29])=[O:28]>[OH-].[Na+].O>[N:15]1[C:20]2=[C:21]3[C:16](=[CH:17][CH:18]=[C:19]2[N:22]=[CH:23][CH:14]=1)[N:15]=[C:14]1[C:23]([C:26]([C:27]([OH:29])=[O:28])=[CH:17][CH:16]=[CH:21]1)=[N:22]3 |f:1.2,4.5|. The reactants are CCN(CC)C(=O)c1cc(N)c(F)cc1Cl, CCOC(C)=O, O=C(Cl)OC(Cl)(Cl)Cl. Yields the product CCN(CC)C(=O)c1cc(N=C=O)c(F)cc1Cl. RXN SMILES: [CH2:1]([CH3:2])[N:3]([C:4]([c:5]1[c:6]([Cl:13])[cH:7][c:8]([F:12])[c:9]([NH2:11])[cH:10]1)=[O:14])[CH2:15][CH3:16].[CH3:25][CH2:26][O:27][C:28](=[O:29])[CH3:30].[O:17]=[C:18]([Cl:19])[O:20][C:21]([Cl:22])([Cl:23])[Cl:24]>>[CH2:1]([CH3:2])[N:3]([C:4]([c:5]1[c:6]([Cl:13])[cH:7][c:8]([F:12])[c:9]([N:11]=[C:18]=[O:17])[cH:10]1)=[O:14])[CH2:15][CH3:16]. The reactants are C1(=CC=CC=C1)C(C=1N=NN(N1)C(C(=O)O)C1=CC=CC=C1)C1=CC=CC=C1 ((±)-5-(diphenylmethyl)-α-phenyl-2H-tetrazole-2-acetic acid), C(C)(C)C1=C(N)C(=CC=C1)C(C)C (2,6-diisopropyl-aniline), C(CCCCCCCCC)C=1N=NN(N1)CC(=O)O (5-decyl-2H-tetrazole-2-acetic acid), COC1=C(N)C(=CC(=C1)OC)OC (2,4,6-tri-methoxyaniline). Procedure: When in the general procedure of Example 88 an appropriate amount of (±)-5-(diphenylmethyl)-α-phenyl-2H-tetrazole-2-acetic acid was substituted for 5-decyl-2H-tetrazole-2-acetic acid and 2,4,6-tri-methoxyaniline was substituted for 2,6-diisopropyl-aniline, the title compound was obtained, mp 114°-117° C. Reaction SMILES: [C:1]1([CH:7]([C:23]2[CH:28]=[CH:27][CH:26]=[CH:25][CH:24]=2)[C:8]2[N:9]=[N:10][N:11]([CH:13]([C:17]3[CH:22]=[CH:21][CH:20]=[CH:19][CH:18]=3)[C:14](O)=[O:15])[N:12]=2)[CH:6]=[CH:5][CH:4]=[CH:3][CH:2]=1.C(C1N=NN(CC(O)=O)N=1)CCCCCCCCC.[CH3:48][O:49][C:50]1[CH:56]=[C:55]([O:57][CH3:58])[CH:54]=[C:53]([O:59][CH3:60])[C:51]=1[NH2:52].C(C1C=CC=C(C(C)C)C=1N)(C)C>>[C:23]1([CH:7]([C:1]2[CH:6]=[CH:5][CH:4]=[CH:3][CH:2]=2)[C:8]2[N:9]=[N:10][N:11]([CH:13]([C:17]3[CH:18]=[CH:19][CH:20]=[CH:21][CH:22]=3)[C:14]([NH:52][C:51]3[C:53]([O:59][CH3:60])=[CH:54][C:55]([O:57][CH3:58])=[CH:56][C:50]=3[O:49][CH3:48])=[O:15])[N:12]=2)[CH:28]=[CH:27][CH:26]=[CH:25][CH:24]=1. Yields the product C1(=CC=CC=C1)C(C=1N=NN(N1)C(C(=O)NC1=C(C=C(C=C1OC)OC)OC)C1=CC=CC=C1)C1=CC=CC=C1 ((±)-5-(diphenylmethyl)-α-phenyl-N-(2,4,6-trimethoxyphenyl)-2H-tetrazole-2-acetamide).